From a dataset of the Open Reaction Database (ORD), a public repository of structured organic reaction records. describe an organic reaction: reactants, conditions, products, and yield Reactants: 6-DMSO, C(C)(=O)OCC (ethyl acetate), 4.90d, ( II ), C1(=CC=CC=C1)CC(=O)NC1[C@@H]2N(C(=C(C(S2=O)C)Cl)C(=O)OCC2=CC=C(C=C2)[N+](=O)[O-])C1=O (p-nitrobenzyl 7-phenylacetamido-2-methyl-3-chloro-3cephem-4-carboxylate-1-oxide), stannous chloride dihydrate, C(C)(=O)Cl (acetyl chloride), Cl (hydrochloric acid), 1.36d, 3.93q. The solvent is O (water), CN(C=O)C (dimethylformamide). Run at time 3 hour. Yields the product C1(=CC=CC=C1)CC(=O)NC1[C@@H]2N(C(=C(C(S2)C)Cl)C(=O)OCC2=CC=C(C=C2)[N+](=O)[O-])C1=O (p-nitrobenzyl 7-phenylacetamido-2-methyl-3-chloro-3cephem-4-carboxylate). Yield: 78.7%. RXN SMILES: [C:1]1([CH2:7][C:8]([NH:10][CH:11]2[C:34](=[O:35])[N:13]3[C:14]([C:21]([O:23][CH2:24][C:25]4[CH:30]=[CH:29][C:28]([N+:31]([O-:33])=[O:32])=[CH:27][CH:26]=4)=[O:22])=[C:15]([Cl:20])[CH:16]([CH3:19])[S:17](=O)[C@H:12]23)=[O:9])[CH:6]=[CH:5][CH:4]=[CH:3][CH:2]=1.C(Cl)(=O)C.Cl.C(OCC)(=O)C>CN(C)C=O.O>[C:1]1([CH2:7][C:8]([NH:10][CH:11]2[C:34](=[O:35])[N:13]3[C:14]([C:21]([O:23][CH2:24][C:25]4[CH:26]=[CH:27][C:28]([N+:31]([O-:33])=[O:32])=[CH:29][CH:30]=4)=[O:22])=[C:15]([Cl:20])[CH:16]([CH3:19])[S:17][C@H:12]23)=[O:9])[CH:2]=[CH:3][CH:4]=[CH:5][CH:6]=1. Procedure details: Nmr: δd 6-DMSO : 1.36d(8.0Hz)3H, 3.62s2H, 3.93q(8.0Hz)1H, 4.90d(5.0Hz)1H, 5.40s2H, 5.87dd(5.0;8.0Hz)1H, 7.2-8.4m1OH. (II) To a solution of p-nitrobenzyl 7-phenylacetamido-2-methyl-3-chloro-3cephem-4-carboxylate-1-oxide (38 mg) in dimethylformamide (2 ml) one adds stannous chloride dihydrate (44 mg) and acetyl chloride (0.2 ml), stirs for 3hours under ice cooling, adds 5% hydrochloric acid, extracts with ethyl acetate, washes with water, dries, and chromatographs on silica gel to give p-nitrobenz... Reactants: C(CSSCCS(=O)(=O)O)S(=O)(=O)O (2,2′-dithiobis ethane sulfonic acid), CC(=O)C (Acetone), [OH-].[NH4+] (ammonium hydroxide), [OH-].[NH4+] (ammonium hydroxide). The solvent is O (water). Yields the product C(CSSCCS(=O)(=O)[O-])S(=O)(=O)[O-].[NH4+].[NH4+] (Diammonium 2,2′-Dithiobis Ethane Sulfonate). The yield is 82.0%. As a reaction SMILES: [CH2:1]([S:11]([OH:14])(=[O:13])=[O:12])[CH2:2][S:3][S:4][CH2:5][CH2:6][S:7]([OH:10])(=[O:9])=[O:8].[OH-].[NH4+:16].CC(C)=O>O>[CH2:1]([S:11]([O-:14])(=[O:13])=[O:12])[CH2:2][S:3][S:4][CH2:5][CH2:6][S:7]([O-:10])(=[O:8])=[O:9].[NH4+:16].[NH4+:16] |f:1.2,5.6.7|. Reported procedure: A solution of 2,2′-dithiobis ethane sulfonic acid (2.5 g, containing 9% water, 8.1 mmol) in water (1.0 mL) was titrated with ammonium hydroxide aqueous solution (28-30% concentration, Aldrich) until the pH of the reaction solution was adjusted to 7.0. Overall 2.6 mL of ammonium hydroxide was used. Acetone (200 mL) was added to the reaction solution to precipitate the product. The resulting white solid was isolated by filtration and dried under high vacuum to give 2.10 g of product (82% yield). T... Starting materials: SC=1NC(C2=C(N1)C(CC2)OC)=O (6,7-Dihydro-2-mercapto-7-methoxy-3H,5H-cyclopenta[d]pyrimidin-4-one), N (ammonia). The reagents and catalysts are [Ni] (Raney nickel). Solvent: O (water). Yields the product COC1CCC2=C1N=CNC2=O (6,7-Dihydro-7-methoxy-3H,5H-cyclopenta[d]pyrimidin-4-one). The yield is 83.1%. Reaction SMILES: S[C:2]1[NH:3][C:4](=[O:13])[C:5]2[CH2:10][CH2:9][CH:8]([O:11][CH3:12])[C:6]=2[N:7]=1.N>[Ni].O>[CH3:12][O:11][CH:8]1[C:6]2[N:7]=[CH:2][NH:3][C:4](=[O:13])[C:5]=2[CH2:10][CH2:9]1. Procedure: 1.58 g of 6,7-dihydro-2-mercapto-7-methoxy-3H,5H-cyclopenta[d]pyrimidin-4-one [prepared as described in step (c) above] and 4 g of Raney nickel were suspended in 15 ml of distilled water, and then 3 ml of concentrated aqueous ammonia were added to the resulting suspension. The mixture was then heated under reflux for 3 hours, after which time the resulting insoluble materials were filtered off from the hot reaction mixture. The filtrate was then evaporated under reduced pressure, to give 1.1 g o... The reactants are CCN=C=NCCCN(C)C, CN(C)c1ccncc1, CC#N, CCOC(C)=O, O=C(O)c1ccc(F)c(C(F)(F)F)c1, NC(c1cccc(OC(F)(F)F)c1)(c1cccc(OC(F)(F)F)c1)C(O)c1ccccc1, On1nnc2ccccc21. Product: O=C(NC(c1cccc(OC(F)(F)F)c1)(c1cccc(OC(F)(F)F)c1)C(O)c1ccccc1)c1ccc(F)c(C(F)(F)F)c1. As a reaction SMILES: [CH3:47][CH2:48][N:49]=[C:50]=[N:51][CH2:52][CH2:53][CH2:54][N:55]([CH3:56])[CH3:57].[CH3:68][N:69]([c:70]1[cH:71][cH:72][n:73][cH:74][cH:75]1)[CH3:76].[CH3:77][C:78]#[N:79].[CH3:80][CH2:81][O:82][C:83]([CH3:84])=[O:85].[F:33][c:34]1[c:35]([C:43]([F:44])([F:45])[F:46])[cH:36][c:37]([C:38](=[O:39])[OH:40])[cH:41][cH:42]1.[NH2:1][C:2]([CH:3]([OH:4])[c:5]1[cH:6][cH:7][cH:8][cH:9][cH:10]1)([c:11]1[cH:12][c:13]([O:17][C:18]([F:19])([F:20])[F:21])[cH:14][cH:15][cH:16]1)[c:22]1[cH:23][c:24]([O:28][C:29]([F:30])([F:31])[F:32])[cH:25][cH:26][cH:27]1.[OH:58][n:59]1[c:60]2[c:61]([cH:62][cH:63][cH:64][cH:65]2)[n:66][n:67]1>>[NH:1]([C:2]([CH:3]([OH:4])[c:5]1[cH:6][cH:7][cH:8][cH:9][cH:10]1)([c:11]1[cH:12][c:13]([O:17][C:18]([F:19])([F:20])[F:21])[cH:14][cH:15][cH:16]1)[c:22]1[cH:23][c:24]([O:28][C:29]([F:30])([F:31])[F:32])[cH:25][cH:26][cH:27]1)[C:38]([c:37]1[cH:36][c:35]([C:43]([F:44])([F:45])[F:46])[c:34]([F:33])[cH:42][cH:41]1)=[O:39].